This data is from the Open Reaction Database (ORD), a public repository of structured organic reaction records. The task is: describe an organic reaction: reactants, conditions, products, and yield Reactants: CCO, Cl, NN, N=C(N)Nc1cccc(OCCCN2C(=O)c3ccccc3C2=O)c1, O. Product: N=C(N)Nc1cccc(OCCCN)c1. As a reaction SMILES: [CH3:30][CH2:31][OH:32].[ClH:1].[NH2:28][NH2:29].[NH:2]([C:3](=[NH:4])[NH2:5])[c:6]1[cH:7][c:8]([O:9][CH2:10][CH2:11][CH2:12][N:13]2[C:14](=[O:15])[c:16]3[cH:17][cH:18][cH:19][cH:20][c:21]3[C:22]2=[O:23])[cH:24][cH:25][cH:26]1.[OH2:27]>>[NH:2]([C:3](=[NH:4])[NH2:5])[c:6]1[cH:7][c:8]([O:9][CH2:10][CH2:11][CH2:12][NH2:13])[cH:24][cH:25][cH:26]1.